This data is from the Open Reaction Database (ORD), a public repository of structured organic reaction records. The task is: describe an organic reaction: reactants, conditions, products, and yield Reactants: C(C1=CC=CC=C1)C1C(CCC2=CC=C(C=C12)OCCNS(=O)(=O)CC1CC1)NC(OCC)=O (ethyl 1-benzyl-7-(2-(cyclopropylmethylsulfonamido)ethoxy)-1,2,3,4-tetrahydronaphthalen-2-ylcarbamate), [OH-].[Na+] (NaOH), CC(C)O.Cl (iPrOH HCl), [H-].[H-].[H-].[H-].[Li+].[Al+3] (LiAlH4). Solvent: C(Cl)Cl (CH2Cl2), C1CCOC1 (THF). Conditions: time 8 hour. The product is Cl.C(C1=CC=CC=C1)C1C(CCC=2C=CC(=CC12)OCCNS(=O)(=O)CC1CC1)NC (N-(2-{[8-Benzyl-7-(methylamino)-5,6,7,8-tetrahydronaphthalen-2-yl]oxy}ethyl)-1-cyclopropylmethanesulfonamide hydrochloride). Reaction SMILES: [CH2:1]([CH:8]1[C:17]2[C:12](=[CH:13][CH:14]=[C:15]([O:18][CH2:19][CH2:20][NH:21][S:22]([CH2:25][CH:26]3[CH2:28][CH2:27]3)(=[O:24])=[O:23])[CH:16]=2)[CH2:11][CH2:10][CH:9]1[NH:29][C:30](=O)OCC)[C:2]1[CH:7]=[CH:6][CH:5]=[CH:4][CH:3]=1.[H-].[H-].[H-].[H-].[Li+].[Al+3].[OH-].[Na+].CC(O)C.[ClH:47]>C1COCC1.C(Cl)Cl>[ClH:47].[CH2:1]([CH:8]1[C:17]2[CH:16]=[C:15]([O:18][CH2:19][CH2:20][NH:21][S:22]([CH2:25][CH:26]3[CH2:28][CH2:27]3)(=[O:24])=[O:23])[CH:14]=[CH:13][C:12]=2[CH2:11][CH2:10][CH:9]1[NH:29][CH3:30])[C:2]1[CH:7]=[CH:6][CH:5]=[CH:4][CH:3]=1 |f:1.2.3.4.5.6,7.8,9.10,13.14|. Procedure details: The synthesis was performed starting from ethyl 1-benzyl-7-(2-(cyclopropylmethylsulfonamido)ethoxy)-1,2,3,4-tetrahydronaphthalen-2-ylcarbamate (synthesized in analogy to example 3), which was dissolved in THF (50 ml), after which LiAlH4 was added at room temperature and the mixture was stirred for 8 h under reflux. Addition of 2N aqueous NaOH, extraction with CH2Cl2, washing of the organic layers with saturated NaHCO3 solution and saturated NaCl solution and evaporation of the solvent gave a res... Starting materials: C1CCOC1, O=S(=O)(O)O, O=C1NCCC1C1CCCn2cncc21. The product is c1ncn2c1C(C1CCNC1)CCC2. RXN SMILES: [O:21]1[CH2:22][CH2:23][CH2:24][CH2:25]1.[S:1](=[O:2])(=[O:3])([OH:4])[OH:5].[cH:6]1[n:7][cH:8][n:9]2[c:10]1[CH:11]([CH:15]1[C:16](=[O:20])[NH:17][CH2:18][CH2:19]1)[CH2:12][CH2:13][CH2:14]2>>[cH:6]1[n:7][cH:8][n:9]2[c:10]1[CH:11]([CH:15]1[CH2:16][NH:17][CH2:18][CH2:19]1)[CH2:12][CH2:13][CH2:14]2. Starting materials: Cc1cc(C(=O)N2CCc3nc(C)n(Cc4ccccc4)c3-c3ccccc32)ccc1OCCCN1CCN(CCC(C)(C)C)CC1, CC(=O)O, CO, [OH-], [OH-], [Pd+2]. Product: Cc1nc2c([nH]1)-c1ccccc1N(C(=O)c1ccc(OCCCN3CCN(CCC(C)(C)C)CC3)c(C)c1)CC2. Reaction SMILES: [CH2:1]([c:2]1[cH:3][cH:4][cH:5][cH:6][cH:7]1)[n:8]1[c:9]([CH3:47])[n:10][c:11]2[c:17]1-[c:16]1[c:15]([cH:21][cH:20][cH:19][cH:18]1)[N:14]([C:22](=[O:23])[c:24]1[cH:25][c:26]([CH3:46])[c:27]([O:30][CH2:31][CH2:32][CH2:33][N:34]3[CH2:35][CH2:36][N:37]([CH2:40][CH2:41][C:42]([CH3:43])([CH3:44])[CH3:45])[CH2:38][CH2:39]3)[cH:28][cH:29]1)[CH2:13][CH2:12]2.[CH3:48][C:49](=[O:50])[OH:51].[CH3:52][OH:53].[OH-:54].[OH-:56].[Pd+2:55]>>[nH:8]1[c:9]([CH3:47])[n:10][c:11]2[c:17]1-[c:16]1[c:15]([cH:21][cH:20][cH:19][cH:18]1)[N:14]([C:22](=[O:23])[c:24]1[cH:25][c:26]([CH3:46])[c:27]([O:30][CH2:31][CH2:32][CH2:33][N:34]3[CH2:35][CH2:36][N:37]([CH2:40][CH2:41][C:42]([CH3:43])([CH3:44])[CH3:45])[CH2:38][CH2:39]3)[cH:28][cH:29]1)[CH2:13][CH2:12]2. Run in C(Cl)Cl (CH2Cl2), C1(=CC=CC=C1)C (toluene). Product: C(C1=CC=CC=C1)C1(CCN(CC1)C(CNC(=O)NC1=CC(=NC2=CC=CC=C12)C)C1=CC=CC=C1)O (1-[2-(4-Benzyl-4-hydroxy-piperidin-1-yl)-2-phenyl-ethyl]-3-(2-methyl-quinolin-4-yl)-urea). Reaction SMILES: [NH2:1][CH2:2][CH:3]([N:10]1[CH2:15][CH2:14][C:13]([CH2:17][C:18]2[CH:23]=[CH:22][CH:21]=[CH:20][CH:19]=2)([OH:16])[CH2:12][CH2:11]1)[C:4]1[CH:9]=[CH:8][CH:7]=[CH:6][CH:5]=1.[N:24]([C:27]1[C:36]2[C:31](=[CH:32][CH:33]=[CH:34][CH:35]=2)[N:30]=[C:29]([CH3:37])[CH:28]=1)=[C:25]=[O:26]>C(Cl)Cl.C1(C)C=CC=CC=1>[CH2:17]([C:13]1([OH:16])[CH2:14][CH2:15][N:10]([CH:3]([C:4]2[CH:5]=[CH:6][CH:7]=[CH:8][CH:9]=2)[CH2:2][NH:1][C:25]([NH:24][C:27]2[C:36]3[C:31](=[CH:32][CH:33]=[CH:34][CH:35]=3)[N:30]=[C:29]([CH3:37])[CH:28]=2)=[O:26])[CH2:11][CH2:12]1)[C:18]1[CH:23]=[CH:22][CH:21]=[CH:20][CH:19]=1. Starting materials: NCC(C1=CC=CC=C1)N1CCC(CC1)(O)CC1=CC=CC=C1 (1-(2-amino-1-phenyl-ethyl)4-benzyl-piperidin-4-ol), N(=C=O)C1=CC(=NC2=CC=CC=C12)C (4-isocyanato-2-methyl-quinoline). Procedure: To a solution of 1-(2-amino-1-phenyl-ethyl)4-benzyl-piperidin-4-ol (54.3 mg, 0.18 mmol) in CH2Cl2 is added a freshly prepared solution of 4-isocyanato-2-methyl-quinoline (33.8 mg, 0.16 mmol) in toluene (2 mL). The mixture is stirred for 15 h at 20° C. Evaporation of the solvent and purification by HPLC provides the title compound. Conditions: temperature 20 celsius, time 15 hour.